Dataset: the Open Reaction Database (ORD), a public repository of structured organic reaction records. Task: describe an organic reaction: reactants, conditions, products, and yield Yields the product Cc1nc(N)sc1-c1cc(Cl)c(S(N)(=O)=O)c(Cl)c1. As a reaction SMILES: [CH3:24][CH2:25][OH:26].[Cl:1][c:2]1[cH:3][c:4](-[c:13]2[c:14]([CH3:22])[n:15][c:16]([NH:18][C:19](=[O:20])[CH3:21])[s:17]2)[cH:5][c:6]([Cl:12])[c:7]1[S:8]([NH2:9])(=[O:10])=[O:11].[ClH:23]>>[Cl:1][c:2]1[cH:3][c:4](-[c:13]2[c:14]([CH3:22])[n:15][c:16]([NH2:18])[s:17]2)[cH:5][c:6]([Cl:12])[c:7]1[S:8]([NH2:9])(=[O:10])=[O:11]. Reactants: CCO, CC(=O)Nc1nc(C)c(-c2cc(Cl)c(S(N)(=O)=O)c(Cl)c2)s1, Cl. The reactants are COC1=CC=C2[C@@H]([C@](CSC2=C1)(C)C1=CC=C(C=C1)OC)CC=C ((3R,4R)-7-methoxy-3-(4-methoxyphenyl)-3-methyl-4-(2-propenyl)thiochroman), FC(CCC(C(=O)OCC)CCCCCC=C)(C(C(C(F)(F)F)(F)F)(F)F)F (ethyl 2-(3,3,4,4,5,5,6,6,6-nonafluorohexyl)-8-nonenoate). Product: OC1=CC=C2[C@@H]([C@](CSC2=C1)(C)C1=CC=C(C=C1)O)CCCCCCCCC(C(=O)O)CCC(C(C(C(F)(F)F)(F)F)(F)F)(F)F (10-[(3R,4R)-7-hydroxy-3-(4-hydroxyphenyl)-3-methylthiochroman-4-yl]-2-(3,3,4,4,5,5,6,6,6-nonafluorohexyl)decanoic acid). RXN SMILES: C[O:2][C:3]1[CH:12]=[C:11]2[C:6]([C@H:7]([CH2:22]C=C)[C@@:8]([C:14]3[CH:19]=[CH:18][C:17]([O:20]C)=[CH:16][CH:15]=3)([CH3:13])[CH2:9][S:10]2)=[CH:5][CH:4]=1.[F:25][C:26]([F:52])([C:42]([F:51])([F:50])[C:43]([F:49])([F:48])[C:44]([F:47])([F:46])[F:45])[CH2:27][CH2:28][CH:29]([CH2:35][CH2:36][CH2:37][CH2:38][CH2:39][CH:40]=[CH2:41])[C:30]([O:32]CC)=[O:31]>>[OH:2][C:3]1[CH:12]=[C:11]2[C:6]([C@H:7]([CH2:22][CH2:41][CH2:40][CH2:39][CH2:38][CH2:37][CH2:36][CH2:35][CH:29]([CH2:28][CH2:27][C:26]([F:52])([F:25])[C:42]([F:51])([F:50])[C:43]([F:49])([F:48])[C:44]([F:46])([F:47])[F:45])[C:30]([OH:32])=[O:31])[C@@:8]([C:14]3[CH:15]=[CH:16][C:17]([OH:20])=[CH:18][CH:19]=3)([CH3:13])[CH2:9][S:10]2)=[CH:5][CH:4]=1. Procedure: Starting with the (3R,4R)-7-methoxy-3-(4-methoxyphenyl)-3-methyl-4-(2-propenyl)thiochroman resolved as Peak 2 in Example 17 and the ethyl 2-(3,3,4,4,5,5,6,6,6-nonafluorohexyl)-8-nonenoate prepared in Example 3, a procedure analogous to that as shown in Example 8 was repeated to give 10-[(3R,4R)-7-hydroxy-3-(4-hydroxyphenyl)-3-methylthiochroman-4-yl]-2-(3,3,4,4,5,5,6,6,6-nonafluorohexyl)decanoic acid. The reactants are NaIO4, FC1=CC(=C(C=C1)C)[N+](=O)[O-] (4-fluoro-2-nitrotoluene), C(OC)(OC)N(C)C ((MeO)2CHNMe2), C(C)OCC (diethyl ether), O (water). Solvent: C1CCOC1 (THF), CN(C)C=O (DMF). Run at temperature 140 celsius. Yields the product [N+](=O)([O-])C1=C(C=O)C(=CC=C1)F (2-nitro-6-fluorobenzaldehyde). Reaction SMILES: [F:1][C:2]1[CH:7]=[CH:6][C:5](C)=[C:4]([N+:9]([O-:11])=[O:10])C=1.C(N(C)C)(OC)OC.C([O:22][CH2:23][CH3:24])C.O>CN(C=O)C.C1COCC1>[N+:9]([C:4]1[CH:5]=[CH:6][CH:7]=[C:2]([F:1])[C:24]=1[CH:23]=[O:22])([O-:11])=[O:10]. Procedure details: To a solution of 4-fluoro-2-nitrotoluene (3 g, 17.96 mmol) in DMF (25 ml) was added (MeO)2CHNMe2 (3.12 ml, 23.35 mmol) and the mixture warmed at 140° C. for 4 hours in argon atmosphere. Then the solution was allowed to reach room temperature and diethyl ether (100 ml) and water (100 ml) was added. The organic layer was washed with water (2×100 ml) and brine (1×100 ml), dried (MgSO4) and solvent concentrated at reduced pressure, affording an oil which was treated with NaIO4 (11.5 g, 53.6 mmol). T... The reactants are ClC1=C(C=CC=C1)C(CCCCN1CCC(CC1)C=1C=C(C=CC1)NC(C(C)C)=O)=O (N-(3-{1-[5-(2-chlorophenyl)-5-oxopentyl]-4-piperidinyl}phenyl)-2-methylpropanamide), Cl.FC(OC1=CC=C(C=C1)NN)(F)F (4-(trifluoromethoxy)phenylhydrazine hydrochloride). Yields the product ClC1=C(C=CC=C1)C=1NC2=CC=C(C=C2C1CCCN1CCC(CC1)C=1C=C(C=CC1)NC(C(C)C)=O)OC(F)(F)F (N-[3-(1-{3-[2-(2-CHLOROPHENYL)-5-(TRIFLUOROMETHOXY)-1H-INDOL-3-YL]PROPYL}-4-PIPERIDINYL)PHENYL]-2-METHYLPROPANAMIDE). RXN SMILES: [Cl:1][C:2]1[CH:7]=[CH:6][CH:5]=[CH:4][C:3]=1[C:8](=O)[CH2:9][CH2:10][CH2:11][CH2:12][N:13]1[CH2:18][CH2:17][CH:16]([C:19]2[CH:20]=[C:21]([NH:25][C:26](=[O:30])[CH:27]([CH3:29])[CH3:28])[CH:22]=[CH:23][CH:24]=2)[CH2:15][CH2:14]1.Cl.[F:33][C:34]([F:45])([F:44])[O:35][C:36]1[CH:41]=[CH:40][C:39]([NH:42]N)=[CH:38][CH:37]=1>>[Cl:1][C:2]1[CH:7]=[CH:6][CH:5]=[CH:4][C:3]=1[C:8]1[NH:42][C:39]2[C:40]([C:9]=1[CH2:10][CH2:11][CH2:12][N:13]1[CH2:14][CH2:15][CH:16]([C:19]3[CH:20]=[C:21]([NH:25][C:26](=[O:30])[CH:27]([CH3:29])[CH3:28])[CH:22]=[CH:23][CH:24]=3)[CH2:17][CH2:18]1)=[CH:41][C:36]([O:35][C:34]([F:33])([F:44])[F:45])=[CH:37][CH:38]=2 |f:1.2|. Reported procedure: Prepared by Procedure E and Scheme M using N-(3-{1-[5-(2-chlorophenyl)-5-oxopentyl]-4-piperidinyl}phenyl)-2-methylpropanamide and 4-(trifluoromethoxy)phenylhydrazine hydrochloride: ESMS m/e: 598.2 (M+H)+. The reactants are CC(=O)OC(C)=O, O=C(Nc1ccc(C(=O)N2CCCC(CCO)c3cc(Cl)ccc32)cn1)c1ccccc1Cl, O, c1ccncc1. Product: CC(=O)OCCC1CCCN(C(=O)c2ccc(NC(=O)c3ccccc3Cl)nc2)c2ccc(Cl)cc21. RXN SMILES: [CH3:34][C:35](=[O:36])[O:37][C:38](=[O:39])[CH3:40].[Cl:1][c:2]1[cH:3][cH:4][c:5]2[c:6]([cH:33]1)[CH:7]([CH2:30][CH2:31][OH:32])[CH2:8][CH2:9][CH2:10][N:11]2[C:12]([c:13]1[cH:14][n:15][c:16]([NH:19][C:20]([c:21]2[c:22]([Cl:27])[cH:23][cH:24][cH:25][cH:26]2)=[O:28])[cH:17][cH:18]1)=[O:29].[OH2:41].[cH:42]1[cH:43][cH:44][n:45][cH:46][cH:47]1>>[Cl:1][c:2]1[cH:3][cH:4][c:5]2[c:6]([cH:33]1)[CH:7]([CH2:30][CH2:31][O:32][C:35]([CH3:34])=[O:36])[CH2:8][CH2:9][CH2:10][N:11]2[C:12]([c:13]1[cH:14][n:15][c:16]([NH:19][C:20]([c:21]2[c:22]([Cl:27])[cH:23][cH:24][cH:25][cH:26]2)=[O:28])[cH:17][cH:18]1)=[O:29]. The reactants are C=1C=CC2=C(C1)N=NN2O (HOBt), CCN=C=NCCCN(C)C (WSC), S(=O)(=O)([O-])C1=CC=C(C)C=C1 (tosylate), N[C@@H]([C@@H](C)CC)C(=O)OCC1=CC=CC=C1 (H-Ile-OBzl), N([C@@H](C)C(=O)O)C(=O)OC(C)(C)C (Boc-Ala-OH), aqueous solution, C(CC(O)(C(=O)O)CC(=O)O)(=O)O (citric acid). The solvent is CCN(CC)CC (Et3N), CCOC(=O)C (AcOEt). Reaction conditions: time 15 hour. The product is N([C@@H](C)C(=O)N[C@@H]([C@@H](C)CC)C(=O)OCC1=CC=CC=C1)C(=O)OC(C)(C)C (Boc-Ala-Ile-OBzl). As a reaction SMILES: S(C1C=CC(C)=CC=1)([O-])(=O)=O.[NH2:12][C@H:13]([C:18]([O:20][CH2:21][C:22]1[CH:27]=[CH:26][CH:25]=[CH:24][CH:23]=1)=[O:19])[C@H:14]([CH2:16][CH3:17])[CH3:15].[NH:28]([C:34]([O:36][C:37]([CH3:40])([CH3:39])[CH3:38])=[O:35])[C@H:29]([C:31](O)=[O:32])[CH3:30].C1C=CC2N(O)N=NC=2C=1.CCN=C=NCCCN(C)C.C(O)(=O)CC(CC(O)=O)(C(O)=O)O>CCOC(C)=O.CCN(CC)CC>[NH:28]([C:34]([O:36][C:37]([CH3:38])([CH3:40])[CH3:39])=[O:35])[C@H:29]([C:31]([NH:12][C@H:13]([C:18]([O:20][CH2:21][C:22]1[CH:27]=[CH:26][CH:25]=[CH:24][CH:23]=1)=[O:19])[C@H:14]([CH2:16][CH3:17])[CH3:15])=[O:32])[CH3:30]. Reported procedure: 23.61 g of tosylate of H-Ile-OBzl and 11.35 g of Boc-Ala-OH are suspended in 500 ml of AcOEt. To this mixture 6.07 g of Et3N and 8.92 g of HOBt and then 12.65 g of WSC are added with cooling in an ice bath. Stirring is continued whilst cooling the reaction mixture in an ice bath (2 hrs) then at ambient temperature for 15 hrs. To this mixture a 5% aqueous solution of citric acid is added. The organic phase is washed with a 5% aqueous solution of sodium bicarbonate, with a saturated aqueous soluti... The reactants are CI (methyl iodide), C([O-])([O-])=O.[K+].[K+] (potassium carbonate), C(C)OC(=O)[C@@H]1C(NC(C[C@H]1C1=CC=C(C=C1)F)=O)=O ((±)-trans-3-Ethoxycarbonyl-4-(4'-fluorophenyl) piperidin-2,6-dione), C(C)OC(=O)[C@@H]1C(NC(C[C@H]1C1=CC=C(C=C1)F)=O)=O ((±)-trans-3-ethoxycarbonyl-4(4'-fluorophenyl)piperidin-2,6-dione). Run in CN(C=O)C (dimethylformamide), O (water). Reaction conditions: time 7.5 hour. Yields the product C(C)OC(=O)[C@@H]1C(N(C(C[C@H]1C1=CC=C(C=C1)F)=O)C)=O ((±)-trans-3-Ethoxycarbonyl-4-(4'-fluorophenyl)-N-methyl piperidin-2,6-dione). RXN SMILES: [CH2:1]([O:3][C:4]([C@H:6]1[C@H:11]([C:12]2[CH:17]=[CH:16][C:15]([F:18])=[CH:14][CH:13]=2)[CH2:10][C:9](=[O:19])[NH:8][C:7]1=[O:20])=[O:5])[CH3:2].CI.[C:23](=O)([O-])[O-].[K+].[K+]>CN(C)C=O.O>[CH2:1]([O:3][C:4]([C@H:6]1[C@H:11]([C:12]2[CH:13]=[CH:14][C:15]([F:18])=[CH:16][CH:17]=2)[CH2:10][C:9](=[O:19])[N:8]([CH3:23])[C:7]1=[O:20])=[O:5])[CH3:2] |f:2.3.4|. Reported procedure: A solution of compound E1 (±)-trans-3-ethoxycarbonyl-4(4'-fluorophenyl)piperidin-2,6-dione (1.0 g) in anhydrous dimethylformamide was stirred and cooled to about 0° and methyl iodide (0.67 g) and anhydrous potassium carbonate (0.51 g) added. The mixture was stirred at 0°-2° for 7.5 hours, after which it was diluted with water and extracted with ethyl acetate (100 ml). The extract was washed with water, brine and dried over anhydrous sodium sulphate. Evaporation gave the title compound as a pale ... Starting materials: NC1=CC=C(C2=CC(=CC(=C12)O)S(=O)(=O)O)S(=O)(=O)O (4-amino-5-hydroxy-1,7-naphthalenedisulfonic acid), O.O.O.C(C)(=O)[O-].[Na+] (sodium acetate trihydrate), CC1=C(C(=O)Cl)C=C(C=C1)[N+](=O)[O-] (2-methyl-5-nitrobenzoyl chloride). Run in O (water). Run at time 8 hour. Yields the product OC1=C2C(=CC=C(C2=CC(=C1)S(=O)(=O)O)S(=O)(=O)O)NC(=O)C=1C(=CC(=CC1)[N+](=O)[O-])C (5-hydroxy-4-(5-nitro-o-toluamido)-1,7-naphthalenedisulfonic acid). RXN SMILES: [NH2:1][C:2]1[C:11]2[C:6](=[CH:7][C:8]([S:13]([OH:16])(=[O:15])=[O:14])=[CH:9][C:10]=2[OH:12])[C:5]([S:17]([OH:20])(=[O:19])=[O:18])=[CH:4][CH:3]=1.O.O.O.[C:24]([O-:27])(=O)[CH3:25].[Na+].C[C:30]1[CH:38]=[CH:37][C:36]([N+:39]([O-:41])=[O:40])=[CH:35][C:31]=1C(Cl)=O>O>[OH:12][C:10]1[CH:9]=[C:8]([S:13]([OH:16])(=[O:15])=[O:14])[CH:7]=[C:6]2[C:11]=1[C:2]([NH:1][C:24]([C:25]1[C:31]([CH3:30])=[CH:35][C:36]([N+:39]([O-:41])=[O:40])=[CH:37][CH:38]=1)=[O:27])=[CH:3][CH:4]=[C:5]2[S:17]([OH:20])(=[O:19])=[O:18] |f:1.2.3.4.5|. Reported procedure: A 16 g portion of 4-amino-5-hydroxy-1,7-naphthalenedisulfonic acid in 120 ml of water is adjusted to pH7.2. A 7.6 g portion of sodium acetate trihydrate and 8.8 g of 2-methyl-5-nitrobenzoyl chloride are added with vigorous stirring. The mixture is stirred overnight at room temperature. The solid is then collected by filtration, washed with water, 80% ethanol, ethanol, ether and dried, giving 13.0 g of 5-hydroxy-4-(5-nitro-o-toluamido)-1,7-naphthalenedisulfonic acid, disodium salt. Reaction SMILES: [CH2:1]([O:8][C:9]1[CH:10]=[C:11]([CH2:23][CH2:24][CH:25]=[O:26])[CH:12]=[CH:13][C:14]=1[O:15][CH2:16][C:17]1[CH:22]=[CH:21][CH:20]=[CH:19][CH:18]=1)[C:2]1[CH:7]=[CH:6][CH:5]=[CH:4][CH:3]=1.[CH:27]1([Mg]Br)[CH2:32][CH2:31][CH2:30][CH2:29][CH2:28]1.[Mg].C1(Br)CCCCC1>O1CCCC1.CCOCC>[CH2:1]([O:8][C:9]1[CH:10]=[C:11]([CH2:23][CH2:24][CH:25]([CH:27]2[CH2:32][CH2:31][CH2:30][CH2:29][CH2:28]2)[OH:26])[CH:12]=[CH:13][C:14]=1[O:15][CH2:16][C:17]1[CH:22]=[CH:21][CH:20]=[CH:19][CH:18]=1)[C:2]1[CH:3]=[CH:4][CH:5]=[CH:6][CH:7]=1. The solvent is CCOCC (ether), O1CCCC1 (tetrahydrofuran). Yields the product C(C1=CC=CC=C1)OC=1C=C(C=CC1OCC1=CC=CC=C1)CCC(O)C1CCCCC1 (3-(3,4-dibenzyloxyphenyl)-1-cyclohexyl-1-propanol). Reported procedure: A solution of 0.4 g of 3-(3,4-dibenzyloxyphenyl)propionaldehyde in 5 ml of anhydrous tetrahydrofuran was cooled to 0° to 5° C. and then 5 ml of an ether solution of cyclohexyl magnesium bromide prepared from 0.12 g of metallic magnesium and 0.82 g of cyclohexyl bromide was added dropwise to the solvent. Thereafter, the reaction mixture was stirred for 15 minutes and after adding thereto 50 ml of an aqueous 5% hydrochloric acid solution, the product was extracted with 30 ml of toluene. The extrac... Run at time 15 minute. Reactants: C1(CCCCC1)[Mg]Br (cyclohexyl magnesium bromide), [Mg] (magnesium), C1(CCCCC1)Br (cyclohexyl bromide), C(C1=CC=CC=C1)OC=1C=C(C=CC1OCC1=CC=CC=C1)CCC=O (3-(3,4-dibenzyloxyphenyl)propionaldehyde).